From a dataset of the Open Reaction Database (ORD), a public repository of structured organic reaction records. describe an organic reaction: reactants, conditions, products, and yield Reactants: OC1=C(C=C(C=C1C(C)(C)C)C(C)(C)C)N1N=C2C(=N1)C=CC=C2 (2-(2′-hydroxy-3′,5′-di-tert-butylphenyl) benzotriazol), bis(2-methoxy-4-hydroxy-5-benzoylphenylmethane), 2,2-thio-diethylene bis[3-(3,5-di-tert-butyl-4-hydroxyphenyl) propionate], CC(C)(C)C1=CC(=CC(=C1O)C(C)(C)C)CN2C(=O)N(C(=O)N(C2=O)CC3=CC(=C(C(=C3)C(C)(C)C)O)C(C)(C)C)CC4=CC(=C(C(=C4)C(C)(C)C)O)C(C)(C)C (tris-(3,5-di-tert-butyl-4-hydroxybenzyl)-isocyanurate), pentaerythrityl-tetrakis[3-(3,5-di-tert-butyl-4-hydroxyphenyl)propionate], 2,2-methylene bis (4-(1,1,3,3-tetramethylbutyl)-6-(2H-benzotriazol-2-yl) phenol), OC1=C(C=C(C=C1C(C)(C)CC)C(C)(C)CC)N1N=C2C(=N1)C=CC(=C2)Cl (2(2′-hydroxy-3′,5′-di-tert-amylphenyl)-5-chlorobenzotriazol), OC1=C(C(=O)C2=C(C=CC=C2)O)C=CC(=C1)OC (2,2′-dihydroxy-4-methoxybenzophenone), C(C)(C)(C)C1=CC(=CC(=C1O)C(C)(C)C)C (2,6-di-tert-butyl-p-cresol), OC1=C(C(=O)C2=CC=CC=C2)C=C(C(=C1)OC)S(=O)(=O)O (2-hydroxy-4-methoxy-5-sulfobenzophenone), OC1=C(C(=O)C2=CC=CC=C2)C=CC(=C1)O (2,4-dihydroxybenzophenone), OC1=C(C=C(C=C1C(C)(C)C)C)N1N=C2C(=N1)C=CC=C2 (2-(2′-hydroxy-3′-tert-butyl-5′-methylphenyl) benzotriazol), C(C)(C)(C)C=1C=C(C=C(C1O)C(C)(C)C)CCC(=O)OCCCCCCOC(CCC1=CC(=C(C(=C1)C(C)(C)C)O)C(C)(C)C)=O (1,6-hexanediol-bis[3-(3,5-di-tert-butyl-4-hydroxyphenyl) propionate]), C(CCCCCCC)SC1=NC(=NC(=N1)SCCCCCCCC)NC1=CC(=C(C(=C1)C(C)(C)C)O)C(C)(C)C (2,4-bis-(n-octylthio)-6-(4-hydroxy-3,5-di-tert-butylanilino)-1,3,5-triazine), octadecyl-3-(3,5-di-tert-butyl-4-hydroxyphenyl) propionate, 2-(2′-hydroxy-3′-(3″,4″,5″,6″-tetrahydrophthalimidomethyl)-5′-methylphenyl) benzotriazol, OC1=C(C=C(C=C1C(C)(C)C)C(C)(C)C)N1N=C2C(=N1)C=CC(=C2)Cl (2-(2′-hydroxy-3′,5′-di-tert-butylphenyl)-5-chlorobenzotriazol), CC1=C(C(=C(C(=C1CC1=CC(=C(C(=C1)C(C)(C)C)O)C(C)(C)C)C)CC1=CC(=C(C(=C1)C(C)(C)C)O)C(C)(C)C)C)CC1=CC(=C(C(=C1)C(C)(C)C)O)C(C)(C)C (1,3,5-trimethyl-2,4,6-tris(3,5-di-tert-butyl-4-hydroxybenzyl) benzene), C(CCCCCCC)SC1=NC(=NC(=N1)SCCCCCCCC)NC1=CC(=C(C(=C1)C(C)(C)C)O)C(C)(C)C (2,4-bis-(n-octylthio)-6-(4-hydroxy-3,5-di-tert-butylanilino)-1,3,5-triazine), C(C)(C)(C)C=1C=C(C=C(C1O)C)CCC(=O)OCCOCCOCCOC(CCC1=CC(=C(C(=C1)C)O)C(C)(C)C)=O (triethyleneglycol-bis[3-(3-tert-butyl-5-methyl-4-hydroxyphenyl) propionate]), OC1=C(C=C(C=C1C(C)(C)C)C(C)(C)C)N1N=C2C(=N1)C=CC(=C2)Cl (2-(2′-hydroxy-3′,5′-di-tert-butylphenyl)-5-chlorobenzotriazol), OC1=C(C=C(C=C1C(C)(C)C)C)N1N=C2C(=N1)C=CC(=C2)Cl (2-(2′-hydroxy-3′-tert-butyl-5′-methylphenyl)-5-chlorobenzotriazol). Product: OC1=C(C=C(C=C1)C)N1N=C2C(=N1)C=CC=C2 (2-(2′-hydroxy-5′-methylphenyl) benzotriazol). RXN SMILES: [OH:1][C:2]1[C:7](C(C)(C)C)=[CH:6][C:5]([C:12](C)(C)C)=[CH:4][C:3]=1[N:16]1[N:20]=[C:19]2[CH:21]=[CH:22][CH:23]=[CH:24][C:18]2=[N:17]1.OC1C(C(C)(C)C)=CC(C)=CC=1N1N=C2C=CC=CC2=N1.OC1C(C(C)(C)C)=CC(C(C)(C)C)=CC=1N1N=C2C=CC(Cl)=CC2=N1.OC1C(C(C)(C)C)=CC(C)=CC=1N1N=C2C=CC(Cl)=CC2=N1.OC1C=C(O)C=CC=1C(C1C=CC=CC=1)=O.OC1C=C(OC)C=CC=1C(C1C=CC=CC=1O)=O.OC1C=C(OC)C(S(O)(=O)=O)=CC=1C(C1C=CC=CC=1)=O.C(SC1N=C(SCCCCCCCC)N=C(NC2C=C(C(C)(C)C)C(O)=C(C(C)(C)C)C=2)N=1)CCCCCCC.OC1C(C(CC)(C)C)=CC(C(CC)(C)C)=CC=1N1N=C2C=CC(Cl)=CC2=N1.C(C1C(O)=C(C(C)(C)C)C=C(C)C=1)(C)(C)C.C(C1C=C(CCC(OCCOCCOCCOC(=O)CCC2C=C(C)C(O)=C(C(C)(C)C)C=2)=O)C=C(C)C=1O)(C)(C)C.C(C1C=C(CCC(OCCCCCCOC(=O)CCC2C=C(C(C)(C)C)C(O)=C(C(C)(C)C)C=2)=O)C=C(C(C)(C)C)C=1O)(C)(C)C.CC1C(CC2C=C(C(C)(C)C)C(O)=C(C(C)(C)C)C=2)=C(C)C(CC2C=C(C(C)(C)C)C(O)=C(C(C)(C)C)C=2)=C(C)C=1CC1C=C(C(C)(C)C)C(O)=C(C(C)(C)C)C=1.CC(C1C(O)=C(C(C)(C)C)C=C(CN2C(=O)N(CC3C=C(C(C)(C)C)C(O)=C(C(C)(C)C)C=3)C(=O)N(CC3C=C(C(C)(C)C)C(O)=C(C(C)(C)C)C=3)C2=O)C=1)(C)C>>[OH:1][C:2]1[CH:7]=[CH:6][C:5]([CH3:12])=[CH:4][C:3]=1[N:16]1[N:20]=[C:19]2[CH:21]=[CH:22][CH:23]=[CH:24][C:18]2=[N:17]1. Reported procedure: 2-(2′-hydroxy-3′,5′-di-tert-butylphenyl) benzotriazol; 2-(2′-hydroxy-3′-tert-butyl-5′-methylphenyl) benzotriazol; 2-(2′-hydroxy-3′,5′-di-tert-butylphenyl)-5-chlorobenzotriazol; 2-(2′-hydroxy-3′-(3″,4″,5″,6″-tetrahydrophthalimidomethyl)-5′-methylphenyl) benzotriazol; 2,2-methylene bis (4-(1,1,3,3-tetramethylbutyl)-6-(2H-benzotriazol-2-yl) phenol); 2-(2′-hydroxy-3′-tert-butyl-5′-methylphenyl)-5-chlorobenzotriazol; 2,4-dihydroxybenzophenone; 2,2′-dihydroxy-4-methoxybenzophenone; 2-hydroxy-4-methoxy... Starting materials: BrCCCCOc1ccccc1, c1ccc(P(c2ccccc2)c2ccccc2)cc1, c1ccccc1. Yields the product [Br-], c1ccc(OCCCC[P+](c2ccccc2)(c2ccccc2)c2ccccc2)cc1. Reaction SMILES: [O:20]([c:21]1[cH:22][cH:23][cH:24][cH:25][cH:26]1)[CH2:27][CH2:28][CH2:29][CH2:30][Br:31].[c:1]1([P:7]([c:8]2[cH:9][cH:10][cH:11][cH:12][cH:13]2)[c:14]2[cH:15][cH:16][cH:17][cH:18][cH:19]2)[cH:2][cH:3][cH:4][cH:5][cH:6]1.[cH:32]1[cH:33][cH:34][cH:35][cH:36][cH:37]1>>[Br-:31].[c:1]1([P+:7]([c:8]2[cH:9][cH:10][cH:11][cH:12][cH:13]2)([c:14]2[cH:15][cH:16][cH:17][cH:18][cH:19]2)[CH2:30][CH2:29][CH2:28][CH2:27][O:20][c:21]2[cH:22][cH:23][cH:24][cH:25][cH:26]2)[cH:2][cH:3][cH:4][cH:5][cH:6]1. The reactants are COC(=O)CCC(=O)c1cn(Cc2ccc(-c3cccc4c3oc3ccccc34)nc2)c2ccc(Cl)cc12, CO, Cl, [Na+], C1CCOC1, [OH-], O. Yields the product O=C(O)CCC(=O)c1cn(Cc2ccc(-c3cccc4c3oc3ccccc34)nc2)c2ccc(Cl)cc12. Reaction SMILES: [CH3:3][O:4][C:5]([CH2:6][CH2:7][C:8](=[O:9])[c:10]1[cH:11][n:12]([CH2:20][c:21]2[cH:22][n:23][c:24](-[c:27]3[cH:28][cH:29][cH:30][c:31]4[c:32]3[o:33][c:34]3[c:35]4[cH:36][cH:37][cH:38][cH:39]3)[cH:25][cH:26]2)[c:13]2[cH:14][cH:15][c:16]([Cl:19])[cH:17][c:18]12)=[O:40].[CH3:47][OH:48].[ClH:41].[Na+:2].[O:42]1[CH2:43][CH2:44][CH2:45][CH2:46]1.[OH-:1].[OH2:49]>>[O:4]=[C:5]([CH2:6][CH2:7][C:8](=[O:9])[c:10]1[cH:11][n:12]([CH2:20][c:21]2[cH:22][n:23][c:24](-[c:27]3[cH:28][cH:29][cH:30][c:31]4[c:32]3[o:33][c:34]3[c:35]4[cH:36][cH:37][cH:38][cH:39]3)[cH:25][cH:26]2)[c:13]2[cH:14][cH:15][c:16]([Cl:19])[cH:17][c:18]12)[OH:40]. The reactants are Fc1ccc(Br)cc1, CC(C)(C)P(c1ccccc1-c1ccccc1)C(C)(C)C, Cc1ccccc1, CC(C)(C)[O-], ClCCl, O=C(NC1CNC1)c1ccc(S(=O)(=O)n2cc(-c3ccccc3)c3ccccc32)cc1, [Na+], O=C(C=Cc1ccccc1)C=Cc1ccccc1, O=C(C=Cc1ccccc1)C=Cc1ccccc1, O=C(C=Cc1ccccc1)C=Cc1ccccc1, [Pd], [Pd]. Yields the product O=C(NC1CN(c2ccc(F)cc2)C1)c1ccc(S(=O)(=O)n2cc(-c3ccccc3)c3ccccc32)cc1. RXN SMILES: [Br:1][c:2]1[cH:3][cH:4][c:5]([F:8])[cH:6][cH:7]1.[C:40]([P:41]([C:42]([CH3:43])([CH3:44])[CH3:45])[c:46]1[cH:47][cH:48][cH:49][cH:50][c:51]1-[c:52]1[cH:53][cH:54][cH:55][cH:56][cH:57]1)([CH3:58])([CH3:59])[CH3:60].[CH3:126][c:127]1[cH:128][cH:129][cH:130][cH:131][cH:132]1.[CH3:61][C:62]([CH3:63])([O-:64])[CH3:65].[Cl:67][CH2:68][Cl:69].[NH:9]1[CH2:10][CH:11]([NH:13][C:14]([c:15]2[cH:16][cH:17][c:18]([S:21](=[O:22])(=[O:23])[n:24]3[cH:25][c:26](-[c:33]4[cH:34][cH:35][cH:36][cH:37][cH:38]4)[c:27]4[cH:28][cH:29][cH:30][cH:31][c:32]34)[cH:19][cH:20]2)=[O:39])[CH2:12]1.[Na+:66].[O:108]=[C:109]([CH:110]=[CH:111][c:112]1[cH:113][cH:114][cH:115][cH:116][cH:117]1)[CH:118]=[CH:119][c:120]1[cH:121][cH:122][cH:123][cH:124][cH:125]1.[O:72]=[C:73]([CH:74]=[CH:75][c:76]1[cH:77][cH:78][cH:79][cH:80][cH:81]1)[CH:82]=[CH:83][c:84]1[cH:85][cH:86][cH:87][cH:88][cH:89]1.[O:90]=[C:91]([CH:92]=[CH:93][c:94]1[cH:95][cH:96][cH:97][cH:98][cH:99]1)[CH:100]=[CH:101][c:102]1[cH:103][cH:104][cH:105][cH:106][cH:107]1.[Pd:70].[Pd:71]>>[c:2]1([N:9]2[CH2:10][CH:11]([NH:13][C:14]([c:15]3[cH:16][cH:17][c:18]([S:21](=[O:22])(=[O:23])[n:24]4[cH:25][c:26](-[c:33]5[cH:34][cH:35][cH:36][cH:37][cH:38]5)[c:27]5[cH:28][cH:29][cH:30][cH:31][c:32]45)[cH:19][cH:20]3)=[O:39])[CH2:12]2)[cH:3][cH:4][c:5]([F:8])[cH:6][cH:7]1. Starting materials: CCCCC(CC)C(=O)[O-].CCCCC(CC)C(=O)[O-].[Sn+2] (stannous octoate), C(Cl)Cl (methylene chloride), C(CO)O (poly(ethylene glycol) methyl ether). Run in C(C)OCC (ethyl ether). Run at temperature 135 celsius. The product is polyester, C1(CCCCCO1)=O (ε-caprolactone), C(C(O)C)(=O)O (lactic acid). Reaction SMILES: C(O)C[OH:3].[CH3:5][CH2:6][CH2:7][CH2:8][CH:9]([C:12]([O-:14])=[O:13])CC.CCC[CH2:18][CH:19]([C:22]([O-:24])=[O:23])CC.[Sn+2].C(Cl)Cl>C(OCC)C>[C:12]1(=[O:14])[O:13][CH2:5][CH2:6][CH2:7][CH2:8][CH2:9]1.[C:22]([OH:24])(=[O:23])[CH:19]([CH3:18])[OH:3] |f:1.2.3|. Procedure: 10 g of poly(ethylene glycol) methyl ether (PEG 1,500, Mn=1,500) and 0.2 g of stannous octoate, which is a catalyst, were put into a reactor, and were then dried in a vacuum at a temperature of 110° C. for 4 hours in order to remove moisture therefrom. Subsequently, the dried reactants were cooled, and then 6.0 g of ε-caprolactone (5.576 ml) and 1.43 g of D,L-lactide, which are biodegradable polyester polymer compounds, were added to the dried reactant in a nitrogen atmosphere to form a reaction... Starting materials: N(=[N+]=[N-])C[C@@H](C1=CC=C(C=C1)OCC(CCC)C)NC([C@@H](C)C1=CC=CC=C1)=O ((2S)-N-((1R)-2-azido-1-(4-(2-methylpentyloxy)phenyl)ethyl)-2-phenylpropanamide). The yield is 62.5%. Product: NC[C@@H](C1=CC=C(C=C1)OCC(CCC)C)NC([C@@H](C)C1=CC=CC=C1)=O ((2S)-N-((1R)-2-amino-1-(4-(2-methylpentyloxy)phenyl)ethyl)-2-phenylpropanamide). Procedure: To a solution of (2S)-N-((1R)-2-azido-1-(4-(2-methylpentyloxy)phenyl)ethyl)-2-phenylpropanamide (12.0 g, 30.4 mmol) in ethanol (40 mL) in a Parr shaker bottle was added 10% Pd/C (3.0 g, 2.82 mmol, Degussa type). The reaction mixture was placed under an H2 atmosphere at 40 psi for 1 h. The mixture was then filtered through a pad of diatomaceouse earth (Celite®) and the filtrate was concentrated. The residue was purified by column chromatography on silica gel (10% methanol in dichloromethane) to a... The reagents and catalysts are [Pd] (Pd/C). Reaction SMILES: [N:1]([CH2:4][C@H:5]([NH:19][C:20](=[O:29])[C@H:21]([C:23]1[CH:28]=[CH:27][CH:26]=[CH:25][CH:24]=1)[CH3:22])[C:6]1[CH:11]=[CH:10][C:9]([O:12][CH2:13][CH:14]([CH3:18])[CH2:15][CH2:16][CH3:17])=[CH:8][CH:7]=1)=[N+]=[N-]>C(O)C.[Pd]>[NH2:1][CH2:4][C@H:5]([NH:19][C:20](=[O:29])[C@H:21]([C:23]1[CH:24]=[CH:25][CH:26]=[CH:27][CH:28]=1)[CH3:22])[C:6]1[CH:7]=[CH:8][C:9]([O:12][CH2:13][CH:14]([CH3:18])[CH2:15][CH2:16][CH3:17])=[CH:10][CH:11]=1. The solvent is C(C)O (ethanol). Run at time 1 hour. Starting materials: C1=C(C=CC=2OC3=C(C21)CCCC3)CO (6,7,8,9-tetrahydro-2-dibenzofuranmethanol). The reagents and catalysts are [O-2].[O-2].[Mn+4] (manganese dioxide). The solvent is C1(=CC=CC=C1)C (toluene). Conditions: time 72 hour. Yields the product C1=C(C=CC=2OC3=C(C21)CCCC3)C=O (6,7,8,9-Tetrahydro-2-dibenzofurancarboxaldehyde). RXN SMILES: [CH:1]1[C:9]2[C:8]3[CH2:10][CH2:11][CH2:12][CH2:13][C:7]=3[O:6][C:5]=2[CH:4]=[CH:3][C:2]=1[CH2:14][OH:15]>C1(C)C=CC=CC=1.[O-2].[O-2].[Mn+4]>[CH:1]1[C:9]2[C:8]3[CH2:10][CH2:11][CH2:12][CH2:13][C:7]=3[O:6][C:5]=2[CH:4]=[CH:3][C:2]=1[CH:14]=[O:15] |f:2.3.4|. Procedure: 40.4 g (0.2 mol) of 6,7,8,9-tetrahydro-2-dibenzofuranmethanol are dissolved in 800 ml of toluene and 176 g (2 mols) of manganese dioxide are added. The dark suspension is stirred at room temperature for 72 hours and then filtered over diatomaceous earth and the resulting filtrate is evaporated to dryness under a waterpump vacuum. 6,7,8,9-Tetrahydro-2-dibenzofurancarboxaldehyde is thus obtained as a dark yellow oily product which, according to the thin layer chromatogram (toluene/ethyl acetate 1:... Starting materials: N[C@H](CCC(=O)OCC)C1=CC=CC=C1 (ethyl 4(R)-amino-4-phenylbutyrate), [C-]#N.[Na+] (sodium cyanide). Run in CO (methanol). Conditions: temperature 55 celsius, time 4 hour. Product: C1(=CC=CC=C1)[C@H]1CCC(N1)=O (5(R)-phenyl-2-pyrrolidinone). The yield is 97.8%. Reaction SMILES: [NH2:1][C@@H:2]([C:10]1[CH:15]=[CH:14][CH:13]=[CH:12][CH:11]=1)[CH2:3][CH2:4][C:5](OCC)=[O:6].[C-]#N.[Na+]>CO>[C:10]1([C@@H:2]2[NH:1][C:5](=[O:6])[CH2:4][CH2:3]2)[CH:15]=[CH:14][CH:13]=[CH:12][CH:11]=1 |f:1.2|. Procedure: To a stirred solution of ethyl 4(R)-amino-4-phenylbutyrate (515 mg, 2.48 mmol) in 20 mL of anhydrous methanol was added sodium cyanide (25 mg, 0.5 mmol) at room temperature. The reaction mixture was stirred at 55° C. for 4 h, cooled to room temperature, concentrated under reduced pressure. The residue was taken up in methylene chloride, washed with water, brine, dried over anhydrous MgSO4, concentrated to afford 391 mg of product (98% yield) as a colorless crystal, mp 103-105° C. (lit.17 102-104...